From a dataset of the Open Reaction Database (ORD), a public repository of structured organic reaction records. describe an organic reaction: reactants, conditions, products, and yield The reactants are CN(C)CCN, CS(C)=O, Nc1ncc(-c2nc(N3CCOCC3)c3nc(Cl)n(CC4CC4)c3n2)cn1. The product is CN(C)CCNc1nc2c(N3CCOCC3)nc(-c3cnc(N)nc3)nc2n1CC1CC1. Reaction SMILES: [CH3:1][N:2]([CH2:3][CH2:4][NH2:5])[CH3:6].[CH3:34][S:35](=[O:36])[CH3:37].[Cl:7][c:8]1[n:9]([CH2:30][CH:31]2[CH2:32][CH2:33]2)[c:10]2[n:11][c:12](-[c:23]3[cH:24][n:25][c:26]([NH2:29])[n:27][cH:28]3)[n:13][c:14]([N:17]3[CH2:18][CH2:19][O:20][CH2:21][CH2:22]3)[c:15]2[n:16]1>>[CH3:1][N:2]([CH2:3][CH2:4][NH:5][c:8]1[n:9]([CH2:30][CH:31]2[CH2:32][CH2:33]2)[c:10]2[n:11][c:12](-[c:23]3[cH:24][n:25][c:26]([NH2:29])[n:27][cH:28]3)[n:13][c:14]([N:17]3[CH2:18][CH2:19][O:20][CH2:21][CH2:22]3)[c:15]2[n:16]1)[CH3:6]. Reactants: F[B-](F)(F)F, C1CCOC1, CN(C)CC=CC(=O)O, CCN(C(C)C)C(C)C, Fc1ccc(Nc2ncnc3oc4c(c23)CCNC4)cc1Cl, Cl, CN(C)C(On1nnc2ccccc21)=[N+](C)C. Yields the product CN(C)CC=CC(=O)N1CCc2c(oc3ncnc(Nc4ccc(F)c(Cl)c4)c23)C1. RXN SMILES: [B-:42]([F:43])([F:44])([F:45])[F:46].[CH2:64]1[O:65][CH2:66][CH2:67][CH2:68]1.[CH3:24][N:25]([CH2:26][CH:27]=[CH:28][C:29](=[O:30])[OH:31])[CH3:32].[CH:33]([N:34]([CH2:35][CH3:36])[CH:37]([CH3:38])[CH3:39])([CH3:40])[CH3:41].[Cl:1][c:2]1[cH:3][c:4]([NH:9][c:10]2[c:11]3[c:12]([n:13][cH:14][n:15]2)[o:16][c:17]2[c:18]3[CH2:19][CH2:20][NH:21][CH2:22]2)[cH:5][cH:6][c:7]1[F:8].[ClH:23].[n:47]1([O:48][C:49]([N:50]([CH3:51])[CH3:52])=[N+:53]([CH3:54])[CH3:55])[c:56]2[cH:57][cH:58][cH:59][cH:60][c:61]2[n:62][n:63]1>>[Cl:1][c:2]1[cH:3][c:4]([NH:9][c:10]2[c:11]3[c:12]([n:13][cH:14][n:15]2)[o:16][c:17]2[c:18]3[CH2:19][CH2:20][N:21]([C:29]([CH:28]=[CH:27][CH2:26][N:25]([CH3:24])[CH3:32])=[O:30])[CH2:22]2)[cH:5][cH:6][c:7]1[F:8]. Reactants: O=C(NCCC=1C=CC=CC1C)C(F)(F)F. The reagents and catalysts are O1B(OC(C)(C)C1(C)C)B2OC(C)(C)C(O2)(C)C, O=S(=O)([O-])CC=1C=NC(=CC1)C2=NC=C(C=C2)C.CCCC[N+](CCCC)(CCCC)CCCC, C[OH2+].C[OH2+].C1CC=CCCC=C1.C1CC=CCCC=C1.[Ir].[Ir]. Solvent: O1CCCC1. Reaction conditions: temperature 70 celsius, time 20 hour. Yields the product O=C(NCCC1=CC(=CC=C1C)B2OC(C)(C)C(O2)(C)C)C(F)(F)F, O=C(NCCC1=CC=C(C=C1C)B2OC(C)(C)C(O2)(C)C)C(F)(F)F. Isolated yield 6.0%. Procedure: Following general procedure F using 4i (58 mg, 0.25 mmol), B2pin2 (127 mg, 0.50 mmol), [Ir(COD)OMe]2 (2.5 mg, 0.00375 mmol) and 1a (3.8 mg, 0.0075 mmol) in THF (1.25 mL). Stirred in vial at 70 °C for 20 hours. Analysis of crude 1 H NMR using internal standard 1,2‐dimethoxyethane showed ~7:1 meta:para borylation in 69% yield (30% starting material remaining). The crude product was purified by silica gel chromatography (20% EtOAc in Petroleum Ether 40‐60 o C), however this gave a mixture of the bo... The reactants are TEA, C(C)OC(C(=C)C(C)C=1C=NC(=CC1)NC(=O)OC(C)(C)C)=O (2-[1-(6-tert-butoxycarbonylamino-pyridin-3-yl)-ethyl]-acrylic acid ethyl ester), C(C)(=S)O (thioacetic acid), CCOC(=O)C (EtOAc). Run at temperature 45 celsius. Yields the product C(C)OC(C(C(C)C=1C=NC(=CC1)NC(=O)OC(C)(C)C)CSC(C)=O)=O (2-acetylsulfanylmethyl-3-(6-tert-butoxycarbonylamino-pyridin-3-yl)-butyric acid ethyl ester). The yield is 91.0%. RXN SMILES: [CH2:1]([O:3][C:4](=[O:23])[C:5]([CH:7]([C:9]1[CH:10]=[N:11][C:12]([NH:15][C:16]([O:18][C:19]([CH3:22])([CH3:21])[CH3:20])=[O:17])=[CH:13][CH:14]=1)[CH3:8])=[CH2:6])[CH3:2].CCOC(C)=O.[C:30]([OH:33])(=[S:32])[CH3:31]>>[CH2:1]([O:3][C:4](=[O:23])[CH:5]([CH2:6][S:32][C:30](=[O:33])[CH3:31])[CH:7]([C:9]1[CH:10]=[N:11][C:12]([NH:15][C:16]([O:18][C:19]([CH3:21])([CH3:20])[CH3:22])=[O:17])=[CH:13][CH:14]=1)[CH3:8])[CH3:2]. Procedure: TEA (0.076 mL, 0.542 mmol) was added to a solution of 2-[1-(6-tert-butoxycarbonylamino-pyridin-3-yl)-ethyl]-acrylic acid ethyl ester (158 mg, 0.493 mmol) in thioacetic acid (2 mL) at 0° C. under argon. The mixture was stirred at 45° C. over night. EtOAc was added and the solution was washed with NaHCO3 and brine, dried and concentrated under reduced pressure. Flash chromatography (toluene/EtOAc, 5:1→1:1) gave slightly unpure 2-acetylsulfanylmethyl-3-(6-tert-butoxycarbonylamino-pyridin-3-yl)-buty... Reactants: CCOC(=O)C(=C1CCCN1C)c1ccc(Cl)cc1, Cl, [Na+], O=C=O, [OH-]. The product is CN1CCCC1Cc1ccc(Cl)cc1. Reaction SMILES: [CH2:1]([O:2][C:3](=[O:4])[C:6]([c:7]1[cH:8][cH:9][c:10]([Cl:13])[cH:11][cH:12]1)=[C:14]1[N:15]([CH3:19])[CH2:16][CH2:17][CH2:18]1)[CH3:5].[ClH:25].[Na+:24].[O:20]=[C:21]=[O:22].[OH-:23]>>[CH2:6]([c:7]1[cH:8][cH:9][c:10]([Cl:13])[cH:11][cH:12]1)[CH:14]1[N:15]([CH3:19])[CH2:16][CH2:17][CH2:18]1.